describe an organic reaction: reactants, conditions, products, and yield From a dataset of the Open Reaction Database (ORD), a public repository of structured organic reaction records. The reactants are Cc1ccccc1, CSc1ncc(C=O)c(NC2CC2)n1, COc1cc(OC)c(F)c(N)c1F, CC1(C)C2CCC1(CS(=O)(=O)O)C(=O)C2. Product: COc1cc(OC)c(F)c(N=Cc2cnc(SC)nc2NC2CC2)c1F. Reaction SMILES: [CH3:43][c:44]1[cH:45][cH:46][cH:47][cH:48][cH:49]1.[CH:1]1([NH:4][c:5]2[n:6][c:7]([S:13][CH3:14])[n:8][cH:9][c:10]2[CH:11]=[O:12])[CH2:2][CH2:3]1.[F:15][c:16]1[c:17]([NH2:27])[c:18]([F:26])[c:19]([O:24][CH3:25])[cH:20][c:21]1[O:22][CH3:23].[O:28]=[S:29](=[O:30])([OH:31])[CH2:32][C:33]12[CH2:34][CH2:35][CH:36]([C:37]1([CH3:38])[CH3:39])[CH2:40][C:41]2=[O:42]>>[CH:1]1([NH:4][c:5]2[n:6][c:7]([S:13][CH3:14])[n:8][cH:9][c:10]2[CH:11]=[N:27][c:17]2[c:16]([F:15])[c:21]([O:22][CH3:23])[cH:20][c:19]([O:24][CH3:25])[c:18]2[F:26])[CH2:2][CH2:3]1. Reactants: B.[Na] (Sodiumboron hydride), C(C)(C)[Si](C=1OC(=CN1)C=O)(C(C)C)C(C)C (2-triisopropylsilyl-oxazole-5-carboxaldehyde). Run in CO (methanol), N1=CC=CC=C1.O (pyridine water), C(C)(=O)OCC (ethyl acetate). Reaction conditions: time 20 minute. Yields the product C(C)(C)[Si](C=1OC(=CN1)CO)(C(C)C)C(C)C ((2-triisopropylsilanyl-oxazol-5-yl)-methanol). Reaction SMILES: B.[Na].[CH:3]([Si:6]([CH:17]([CH3:19])[CH3:18])([CH:14]([CH3:16])[CH3:15])[C:7]1[O:8][C:9]([CH:12]=[O:13])=[CH:10][N:11]=1)([CH3:5])[CH3:4]>CO.N1C=CC=CC=1.O.C(OCC)(=O)C>[CH:17]([Si:6]([CH:3]([CH3:5])[CH3:4])([CH:14]([CH3:16])[CH3:15])[C:7]1[O:8][C:9]([CH2:12][OH:13])=[CH:10][N:11]=1)([CH3:19])[CH3:18] |f:0.1,4.5,^1:1|. Procedure details: Sodiumboron hydride (200 mg, 5.5 mmol) was added to a solution of 2-triisopropylsilyl-oxazole-5-carboxaldehyde (0.7 g, 2.7 mmol) in a mixture of methanol and tetrahydrofuran (1/1, 20 mL) and the resulting mixture was stirred at room temperature for 20 minutes. The reaction mixture was then diluted with ethyl acetate, washed with water and brine, dried over anhydrous sodium sulfate, filtered and evaporated under reduced pressure to give (2-triisopropylsilanyl-oxazol-5-yl)-methanol without further... Reported procedure: 2,4-Quinolinediol (15 g, 93 mmol), neopentyl amine (33 mL, 280 mmol), 6 N HCl in isopropanol (15 mL), and 40 mL NMP were place in a sealed tube and heated to 180° C. for 40 h. The reaction was then poured onto water (800 mL), stirred for 1 h and filtered. The cake was washed with water, collected and dried in vacuo (50 mTorrr, 60° C.) to afford 17.85 g (81.5%). 1H NMR (360 MHz, DMSO): 0.97 (s, 9H), 3.02(d, 2H, J=6.06 Hz), 5.41(s, 1H), 6.58(t, 1H, J=6.06 Hz), 7.08(t, 1H, J=7.67 Hz), 7.21(d, 1H, J... Conditions: temperature 180 celsius, time 1 hour. Product: CC(CNC1=CC(=NC2=CC=CC=C12)O)(C)C (4-(2,2-Dimethylpropylamino)-2-hydroxyquinoline). Solvent: C(C)(C)O (isopropanol). As a reaction SMILES: [N:1]1[C:10]2[C:5](=[CH:6][CH:7]=[CH:8][CH:9]=2)[C:4](O)=[CH:3][C:2]=1[OH:12].[CH2:13]([NH2:18])[C:14]([CH3:17])([CH3:16])[CH3:15].Cl.CN1C(=O)CCC1>C(O)(C)C>[CH3:15][C:14]([CH3:17])([CH3:16])[CH2:13][NH:18][C:4]1[C:5]2[C:10](=[CH:9][CH:8]=[CH:7][CH:6]=2)[N:1]=[C:2]([OH:12])[CH:3]=1. Reactants: N1=C(C=C(C2=CC=CC=C12)O)O (2,4-Quinolinediol), CN1CCCC1=O (NMP), C(C(C)(C)C)N (neopentyl amine), Cl (HCl). The reactants are [F-].[Cs+] (cesium fluoride), C1(=CCCC1)B(O)O (cyclopenten-1-ylboronic acid), ClC1=NC=2N(C(=C1)NC1CCOCC1)N=C(C2)C2=NC1=CC=CC=C1N=C2C (5-chloro-2-(3-methylquinoxalin-2-yl)-N-(tetrahydro-2H-pyran-4-yl)pyrazolo[1,5-a]pyrimidin-7-amine), Example 1.001 ( g ), O (water). Reported procedure: A suspension of 5-chloro-2-(3-methylquinoxalin-2-yl)-N-(tetrahydro-2H-pyran-4-yl)pyrazolo[1,5-a]pyrimidin-7-amine (Example 1.001 (g)) (97 mg, 0.246 mmol), cyclopenten-1-ylboronic acid (55 mg, 0.491 mmol), tetrakis(triphenylphosphine)palladium(0) (57 mg, 0.0493 mmol), and cesium fluoride (112 mg, 0.737 mmol) in 1,2-dimethoxyethane (2.0 mL) was heated at 80° C. for 3 h. After being cooled to ambient temperature, the reaction mixture was poured into water, and the mixture was extracted with ethyl a... The reagents and catalysts are C=1C=CC(=CC1)[P](C=2C=CC=CC2)(C=3C=CC=CC3)[Pd]([P](C=4C=CC=CC4)(C=5C=CC=CC5)C=6C=CC=CC6)([P](C=7C=CC=CC7)(C=8C=CC=CC8)C=9C=CC=CC9)[P](C=1C=CC=CC1)(C=1C=CC=CC1)C=1C=CC=CC1 (tetrakis(triphenylphosphine)palladium(0)). Yields the product C1(=CCCC1)C1=NC=2N(C(=C1)NC1CCOCC1)N=C(C2)C2=NC1=CC=CC=C1N=C2C (5-cyclopent-1-en-1-yl-2-(3-methylquinoxalin-2-yl)-N-(tetrahydro-2H-pyran-4-yl)pyrazolo[1,5-a]pyrimidin-7-amine), compound. As a reaction SMILES: Cl[C:2]1[CH:7]=[C:6]([NH:8][CH:9]2[CH2:14][CH2:13][O:12][CH2:11][CH2:10]2)[N:5]2[N:15]=[C:16]([C:18]3[C:27]([CH3:28])=[N:26][C:25]4[C:20](=[CH:21][CH:22]=[CH:23][CH:24]=4)[N:19]=3)[CH:17]=[C:4]2[N:3]=1.[C:29]1(B(O)O)[CH2:33][CH2:32][CH2:31][CH:30]=1.[F-].[Cs+].O>COCCOC.C1C=CC([P]([Pd]([P](C2C=CC=CC=2)(C2C=CC=CC=2)C2C=CC=CC=2)([P](C2C=CC=CC=2)(C2C=CC=CC=2)C2C=CC=CC=2)[P](C2C=CC=CC=2)(C2C=CC=CC=2)C2C=CC=CC=2)(C2C=CC=CC=2)C2C=CC=CC=2)=CC=1>[C:29]1([C:2]2[CH:7]=[C:6]([NH:8][CH:9]3[CH2:14][CH2:13][O:12][CH2:11][CH2:10]3)[N:5]3[N:15]=[C:16]([C:18]4[C:27]([CH3:28])=[N:26][C:25]5[C:20](=[CH:21][CH:22]=[CH:23][CH:24]=5)[N:19]=4)[CH:17]=[C:4]3[N:3]=2)[CH2:33][CH2:32][CH2:31][CH:30]=1 |f:2.3,^1:49,51,70,89|. Reaction conditions: temperature 80 celsius. Solvent: COCCOC (1,2-dimethoxyethane). Product: COc1ccc(F)c(-c2ccc(CO)cc2C2=CC3CCC2(C)C3(C)C)c1. Reactants: [Al+3], C1CCOC1, COC(=O)c1ccc(-c2cc(OC)ccc2F)c(C2=CC3CCC2(C)C3(C)C)c1, [H-], [H-], [H-], [H-], [Li+], [Na+], [OH-]. Reaction SMILES: [Al+3:31].[CH2:38]1[O:39][CH2:40][CH2:41][CH2:42]1.[F:1][c:2]1[c:3](-[c:10]2[c:11]([C:20]3=[CH:25][CH:24]4[CH2:23][CH2:22][C:21]3([CH3:29])[C:26]4([CH3:27])[CH3:28])[cH:12][c:13]([C:16](=[O:17])[O:18][CH3:19])[cH:14][cH:15]2)[cH:4][c:5]([O:8][CH3:9])[cH:6][cH:7]1.[H-:30].[H-:33].[H-:34].[H-:35].[Li+:32].[Na+:37].[OH-:36]>>[F:1][c:2]1[c:3](-[c:10]2[c:11]([C:20]3=[CH:25][CH:24]4[CH2:23][CH2:22][C:21]3([CH3:29])[C:26]4([CH3:27])[CH3:28])[cH:12][c:13]([CH2:16][OH:17])[cH:14][cH:15]2)[cH:4][c:5]([O:8][CH3:9])[cH:6][cH:7]1. Starting materials: CC(=O)O (HOAc), C(C)(=O)N1CCNCC1 (1-Acetylpiperazine), [BH-](OC(=O)C)(OC(=O)C)OC(=O)C.[Na+] (NaBH(OAc)3), ClC1=NC=CC(=C1F)C=O (2-Chloro-3-fluoro-pyridine-4-carbaldehyde). Run in ClCCCl (DCE). The product is ClC1=NC=CC(=C1F)CN1CCN(CC1)C(C)=O (1-[4-(2-Chloro-3-fluoro-pyridin-4-ylmethyl)-piperazin-1-yl]-ethanone). As a reaction SMILES: [C:1]([N:4]1[CH2:9][CH2:8][NH:7][CH2:6][CH2:5]1)(=[O:3])[CH3:2].[Cl:10][C:11]1[C:16]([F:17])=[C:15]([CH:18]=O)[CH:14]=[CH:13][N:12]=1.[BH-](OC(C)=O)(OC(C)=O)OC(C)=O.[Na+].CC(O)=O>ClCCCl>[Cl:10][C:11]1[C:16]([F:17])=[C:15]([CH2:18][N:7]2[CH2:8][CH2:9][N:4]([C:1](=[O:3])[CH3:2])[CH2:5][CH2:6]2)[CH:14]=[CH:13][N:12]=1 |f:2.3|. Procedure: 1-Acetylpiperazine (0.164 g 1.28 mmol)was dissolved in 5 mL DCE and the resulting solution was added to 2-chloro-3-fluoro-pyridine-4-carbaldehyde (14-2, 0.170 g, 1.07 mmol). NaBH(OAc)3 (0.248 g, 1.17 mmol) was added followed by the addition of 0.100 mL of HOAc. After 45 min the reaction was quenched with sat NaHCOC3 (aq). The mixture was extracted 3× with DCM, and the organic extracts were dried over Na2SO4, filtered and concentrated. The residue was purified by flash column chromatography (10 g... Reactants: ClCCl, COC(=O)c1ccccc1S(=O)(=O)NC(=O)Nc1nc(C)nc(OC)n1, C[Al](C)C, Cc1ccccc1, C, Cl, Nc1nc[nH]n1. As a reaction SMILES: [CH2:39]([Cl:40])[Cl:41].[CH3:1][O:2][c:3]1[n:4][c:5]([NH:10][C:11](=[O:12])[NH:13][S:14](=[O:15])(=[O:16])[c:17]2[c:18]([C:23](=[O:24])[O:25][CH3:26])[cH:19][cH:20][cH:21][cH:22]2)[n:6][c:7]([CH3:9])[n:8]1.[CH3:27][Al:28]([CH3:29])[CH3:30].[CH3:42][c:43]1[cH:44][cH:45][cH:46][cH:47][cH:48]1.[CH4:31].[ClH:38].[NH2:32][c:33]1[n:34][nH:35][cH:36][n:37]1>>[CH3:1][O:2][c:3]1[n:4][c:5]([NH:10][C:11](=[O:12])[NH:13][S:14](=[O:15])(=[O:16])[c:17]2[c:18]([C:23](=[O:24])[NH:32][c:33]3[n:34][nH:35][cH:36][n:37]3)[cH:19][cH:20][cH:21][cH:22]2)[n:6][c:7]([CH3:9])[n:8]1. Product: COc1nc(C)nc(NC(=O)NS(=O)(=O)c2ccccc2C(=O)Nc2nc[nH]n2)n1.